This data is from the Open Reaction Database (ORD), a public repository of structured organic reaction records. The task is: describe an organic reaction: reactants, conditions, products, and yield Reactants: BrCc1ccccc1, C1CCOC1, CC(C)[N-]C(C)C, ClCCl, N#CC(c1cc(F)cc(C(F)(F)F)c1)c1ccc(F)cn1, [Li+]. The product is N#CC(Cc1ccccc1)(c1cc(F)cc(C(F)(F)F)c1)c1ccc(F)cn1. RXN SMILES: [CH2:30]([c:31]1[cH:32][cH:33][cH:34][cH:35][cH:36]1)[Br:37].[CH2:38]1[O:39][CH2:40][CH2:41][CH2:42]1.[CH3:2][CH:3]([N-:4][CH:5]([CH3:6])[CH3:7])[CH3:8].[Cl:43][CH2:44][Cl:45].[F:9][c:10]1[cH:11][c:12]([CH:20]([C:21]#[N:22])[c:23]2[n:24][cH:25][c:26]([F:29])[cH:27][cH:28]2)[cH:13][c:14]([C:16]([F:17])([F:18])[F:19])[cH:15]1.[Li+:1]>>[F:9][c:10]1[cH:11][c:12]([C:20]([C:21]#[N:22])([c:23]2[n:24][cH:25][c:26]([F:29])[cH:27][cH:28]2)[CH2:30][c:31]2[cH:32][cH:33][cH:34][cH:35][cH:36]2)[cH:13][c:14]([C:16]([F:17])([F:18])[F:19])[cH:15]1. The reactants are C1(=CC=CC=C1)CS(=O)(=O)F (phenylmethylsulfonyl fluoride), C(C(CO)(CO)N)O (Tris), Na3VO4, CC(C)(C)CC(C)(C)C1=CC=C(C=C1)OCCOCCO (Nonidet P-40), [F-].[Na+] (NaF), CC(C)C[C@@H](C(=O)N[C@@H](CC(C)C)C(=O)N[C@@H](CCCN=C(N)N)C(=O)O)NC(=O)C (leupeptin). Solvent: OCC(O)CO (glycerol). Product: N[C@@H](CC1=CC=C(C=C1)O)C(=O)O (Tyrosine). Reaction SMILES: C(O)C(N)(CO)CO.CC(CC(C1C=[CH:21][C:20]([O:23]CCOCCO)=[CH:19][CH:18]=1)(C)C)(C)C.[F-].[Na+].C1(CS(F)(=O)=O)C=CC=CC=1.CC(C[C@H](NC(C)=O)C(N[C@H](C([NH:58][C@H:59]([C:67]([OH:69])=[O:68])[CH2:60][CH2:61][CH2:62]N=C(N)N)=O)CC(C)C)=O)C>OCC(CO)O>[NH2:58][C@H:59]([C:67]([OH:69])=[O:68])[CH2:60][C:61]1[CH:62]=[CH:21][C:20]([OH:23])=[CH:19][CH:18]=1 |f:2.3|. Reported procedure: Sf21 cells were infected with a baculovirus expression vector for BTK or SYK, as previously described (refs 18 and 19). Cells were harvested, lysed (10 mM Tris pH 7.6, 100 mM NaCl, 1% Nonidet P-40, 10% glycerol, 50 mM NaF, 100 mM Na3VO4, 50 μg/ml phenylmethylsulfonyl fluoride, 10 μg/ml aprotonin, 10 μg/ml leupeptin), and the kinase proteins were purified to homogeneity, as reported (refs 18 and 19). The reactants are O (Water), Cl.CNC (dimethylamine hydrochloride), C([O-])([O-])=O.[K+].[K+] (potassium carbonate), FC=1C(=C(C2=C(C(C=C(O2)C2=CC(=C(C=C2)NC(C(C)(C)C)=O)F)=O)C1NC(C(C)(C)C)=O)F)COS(=O)(=O)C (6,8-difluoro-2-(3-fluoro-4-pivaloylaminophenyl)-7-methanesulfonyloxymethyl-5-pivaloylamino-4H-1-benzopyran-4-one). Run in CN(C=O)C (dimethylformamide). Conditions: time 45 minute. Product: CN(C)CC1=C(C2=C(C(C=C(O2)C2=CC(=C(C=C2)NC(C(C)(C)C)=O)F)=O)C(=C1F)NC(C(C)(C)C)=O)F (7-dimethylaminomethyl-6,8-difluoro-2-(3-fluoro-4-pivaloylaminophenyl)-5-pivaloylamino-4H-1-benzopyran-4-one). Isolated yield 99.8%. As a reaction SMILES: [F:1][C:2]1[C:3]([CH2:35]OS(C)(=O)=O)=[C:4]([F:34])[C:5]2[O:10][C:9]([C:11]3[CH:16]=[CH:15][C:14]([NH:17][C:18](=[O:23])[C:19]([CH3:22])([CH3:21])[CH3:20])=[C:13]([F:24])[CH:12]=3)=[CH:8][C:7](=[O:25])[C:6]=2[C:26]=1[NH:27][C:28](=[O:33])[C:29]([CH3:32])([CH3:31])[CH3:30].Cl.[CH3:42][NH:43][CH3:44].C(=O)([O-])[O-].[K+].[K+].O>CN(C)C=O>[CH3:42][N:43]([CH2:35][C:3]1[C:2]([F:1])=[C:26]([NH:27][C:28](=[O:33])[C:29]([CH3:30])([CH3:32])[CH3:31])[C:6]2[C:7](=[O:25])[CH:8]=[C:9]([C:11]3[CH:16]=[CH:15][C:14]([NH:17][C:18](=[O:23])[C:19]([CH3:21])([CH3:22])[CH3:20])=[C:13]([F:24])[CH:12]=3)[O:10][C:5]=2[C:4]=1[F:34])[CH3:44] |f:1.2,3.4.5|. Procedure: 800 mg (1.37 mmol) of 6,8-difluoro-2-(3-fluoro-4-pivaloylaminophenyl)-7-methanesulfonyloxymethyl-5-pivaloylamino-4H-1-benzopyran-4-one obtained in Example 120 (1) was dissolved in 10 mL of dimethylformamide, 558 mg (6.85 mmol) of dimethylamine hydrochloride and 945 mg (6.85 mmol) of potassium carbonate were added and the mixture was stirred at room temperature for 45 minutes. Water was added to the reaction solution and the mixture was extracted once with ethyl acetate. The organic layer was was... Reactants: O=C([O-])[O-], CCOC(=O)Cl, [K+], [K+], NCc1nnc2n1-c1sc(Cl)cc1C(c1ccccc1Cl)=NC2, C1COCCO1. The product is CCOC(=O)NCc1nnc2n1-c1sc(Cl)cc1C(c1ccccc1Cl)=NC2. RXN SMILES: [C:24](=[O:25])([O-:26])[O-:27].[CH2:30]([CH3:31])[O:32][C:33](=[O:34])[Cl:35].[K+:28].[K+:29].[NH2:1][CH2:2][c:3]1[n:4][n:5][c:6]2[n:7]1-[c:8]1[c:9]([cH:20][c:21]([Cl:23])[s:22]1)[C:10]([c:13]1[c:14]([Cl:19])[cH:15][cH:16][cH:17][cH:18]1)=[N:11][CH2:12]2.[O:36]1[CH2:37][CH2:38][O:39][CH2:40][CH2:41]1>>[NH:1]([CH2:2][c:3]1[n:4][n:5][c:6]2[n:7]1-[c:8]1[c:9]([cH:20][c:21]([Cl:23])[s:22]1)[C:10]([c:13]1[c:14]([Cl:19])[cH:15][cH:16][cH:17][cH:18]1)=[N:11][CH2:12]2)[C:33]([O:32][CH2:30][CH3:31])=[O:34]. Reactants: O=C(c1ncc[nH]1)c1ncc[nH]1, COc1ccc(CNc2ncccc2CNC2CCN(C(=O)OC(C)(C)C)CC2)c(OC)c1, CN(C)C=O, O. The product is COc1ccc(CN2C(=O)N(C3CCN(C(=O)OC(C)(C)C)CC3)Cc3cccnc32)c(OC)c1. Reaction SMILES: [C:1](=[O:2])([c:3]1[nH:4][cH:5][cH:6][n:7]1)[c:8]1[nH:9][cH:10][cH:11][n:12]1.[CH3:13][O:14][c:15]1[c:16]([CH2:17][NH:18][c:19]2[n:20][cH:21][cH:22][cH:23][c:24]2[CH2:25][NH:26][CH:27]2[CH2:28][CH2:29][N:30]([C:33](=[O:34])[O:35][C:36]([CH3:37])([CH3:38])[CH3:39])[CH2:31][CH2:32]2)[cH:40][cH:41][c:42]([O:44][CH3:45])[cH:43]1.[CH3:46][N:47]([CH3:48])[CH:49]=[O:50].[OH2:51]>>[C:1]1(=[O:2])[N:18]([CH2:17][c:16]2[c:15]([O:14][CH3:13])[cH:43][c:42]([O:44][CH3:45])[cH:41][cH:40]2)[c:19]2[n:20][cH:21][cH:22][cH:23][c:24]2[CH2:25][N:26]1[CH:27]1[CH2:28][CH2:29][N:30]([C:33](=[O:34])[O:35][C:36]([CH3:37])([CH3:38])[CH3:39])[CH2:31][CH2:32]1.